Dataset: the Open Reaction Database (ORD), a public repository of structured organic reaction records. Task: describe an organic reaction: reactants, conditions, products, and yield Starting materials: BrC1=C(C=CC(=C1)C)NN ((2-Bromo-4-methylphenyl)hydrazine), CN1CCC(CC1)=O (1-methylpiperidin-4-one). The solvent is OS(=O)(=O)O (H2SO4), O1CCOCC1 (1,4-dioxane). Reaction conditions: temperature 80 celsius, time 90 minute. Product: BrC1=CC(=CC=2C3=C(NC12)CCN(C3)C)C (6-bromo-2,8-dimethyl-2,3,4,5-tetrahydro-1H-pyrido[4,3-b]indole). Isolated yield 69.6%. As a reaction SMILES: [Br:1][C:2]1[CH:7]=[C:6]([CH3:8])[CH:5]=[CH:4][C:3]=1[NH:9]N.[CH3:11][N:12]1[CH2:17][CH2:16][C:15](=O)[CH2:14][CH2:13]1>OS(O)(=O)=O.O1CCOCC1>[Br:1][C:2]1[C:3]2[NH:9][C:15]3[CH2:16][CH2:17][N:12]([CH3:11])[CH2:13][C:14]=3[C:4]=2[CH:5]=[C:6]([CH3:8])[CH:7]=1. Reported procedure: (2-Bromo-4-methylphenyl)hydrazine (21.5 g, 0.107 mol) and 1-methylpiperidin-4-one (12.5 mL, 0.107 mol) was dissolved in 7% H2SO4 in 1,4-dioxane (150 mL) and stirred at 80° C. for 90 min. The reaction was monitored by TLC. After completion of the reaction, the dioxane was evaporated under reduced pressure, and the residue basified with aq. NaHCO3 solution, and extracted with EtOAc. The organic layer was evaporated under reduced pressure. The crude product was crystallized from hexane and diethyl ... Starting materials: C[Si](NC1=CC=C(C=C)C=C1)(C)C (4-(N-{trimethylsilyl}amino)styrene), C(C)[Mg]Br (ethylmagnesium bromide), C[Si](C)(C)Cl (Trimethylsilyl chloride). The solvent is O1CCCC1 (tetrahydrofuran). Conditions: temperature 60 celsius. The product is C[Si](N([Si](C)(C)C)C1=CC=C(C=C)C=C1)(C)C (4(N,N-bis {trimethylsilyl}amino) styrene). RXN SMILES: [CH3:1][Si:2]([CH3:13])([CH3:12])[NH:3][C:4]1[CH:11]=[CH:10][C:7]([CH:8]=[CH2:9])=[CH:6][CH:5]=1.C([Mg]Br)C.[CH3:18][Si:19](Cl)([CH3:21])[CH3:20]>O1CCCC1>[CH3:13][Si:2]([CH3:1])([CH3:12])[N:3]([C:4]1[CH:11]=[CH:10][C:7]([CH:8]=[CH2:9])=[CH:6][CH:5]=1)[Si:19]([CH3:21])([CH3:20])[CH3:18]. Reported procedure: 4-(N-{trimethylsilyl}amino)styrene (3.5g, 18 mmol) in 20 ml tetrahydrofuran (thf) was added dropwise to ethylmagnesium bromide (1.0M/thf, 36.6 ml, 36.6 mmol). This mixture was heated at 60° C. for 6 hours then allowed to cool to room temperature. Trimethylsilyl chloride (6.35 g, 49 mmol) was added via syringe and the yellow solution heated to 60° C. for 16 hours. After removal of volatile components under reduced pressure, an off-white powder was obtained. Distillation of this at (5×10-3 mbar) y... Starting materials: S(=O)(Cl)Cl (thionyl chloride), OCCN(C(=O)NC1=NN=C(S1)C(F)(F)F)C (N-(β-hydroxyethyl)-N-methyl-N'-(2-trifluoromethyl-1,3,4-thiadiazol-5-yl)urea), S(=O)(Cl)Cl (thionyl chloride). Run in C1=CC=CC=C1 (benzene), C1=CC=CC=C1 (benzene). The product is ClCCN(C(=O)NC1=NN=C(S1)C(F)(F)F)C (N-(β-Chloroethyl)-N-methyl-N'-(2trifluoromethyl-1,3,4-thiadiazol-5-yl)urea), N-(β-chloroethyl)-N-methyl-N'-(2-trifluoromethyl-1,3,4-thiaidazol-5-yl)urea. Reaction SMILES: O[CH2:2][CH2:3][N:4]([CH3:17])[C:5]([NH:7][C:8]1[S:12][C:11]([C:13]([F:16])([F:15])[F:14])=[N:10][N:9]=1)=[O:6].S(Cl)([Cl:20])=O>C1C=CC=CC=1>[Cl:20][CH2:2][CH2:3][N:4]([CH3:17])[C:5]([NH:7][C:8]1[S:12][C:11]([C:13]([F:16])([F:15])[F:14])=[N:10][N:9]=1)=[O:6]. Procedure: The N-(β-hydroxyethyl)-N-methyl-N'-(2-trifluoromethyl-1,3,4-thiadiazol-5-yl)urea prepared in Example 6, thionyl chloride (5 ml) and benzene (50 ml) were charged into a glass reaction vessel equipped with a mechanical stirrer, thermometer and reflux condenser. The reaction mixture was heated at reflux with stirring, for a period of about one-half hour. After this time the benzene and unreacted thionyl chloride were stripped from the reaction mixture under reduced pressure to yield the desired pro... Starting materials: CN(C)C=O, CC(C)[Si](Cl)(C(C)C)C(C)C, CC(C)c1[nH][nH]c(=O)c1Cc1ccc(I)cc1, O, c1c[nH]cn1. Reaction SMILES: [CH3:35][N:36]([CH3:37])[CH:38]=[O:39].[CH:23]([CH3:24])([CH3:25])[Si:26]([CH:27]([CH3:28])[CH3:29])([CH:30]([CH3:31])[CH3:32])[Cl:33].[I:1][c:2]1[cH:3][cH:4][c:5]([CH2:8][c:9]2[c:10](=[O:17])[nH:11][nH:12][c:13]2[CH:14]([CH3:15])[CH3:16])[cH:6][cH:7]1.[OH2:34].[nH:18]1[cH:19][cH:20][n:21][cH:22]1>>[I:1][c:2]1[cH:3][cH:4][c:5]([CH2:8][c:9]2[c:10]([O:17][Si:26]([CH:23]([CH3:24])[CH3:25])([CH:27]([CH3:28])[CH3:29])[CH:30]([CH3:31])[CH3:32])[n:11][nH:12][c:13]2[CH:14]([CH3:15])[CH3:16])[cH:6][cH:7]1. The product is CC(C)c1[nH]nc(O[Si](C(C)C)(C(C)C)C(C)C)c1Cc1ccc(I)cc1. The reactants are ClC1=C(C2CO2)C=CC(=C1OCC1=CC=CC=C1)OCC1=CC=CC=C1 (2-chloro-3,4-dibenzyloxystyrene oxide), C(C)(C)(C)N (t-butylamine). The product is ClC1=C(C(CNC(C)(C)C)O)C=CC(=C1O)O (2-chloro-α-(t-butylaminomethyl)-3,4-dihydroxybenzyl alcohol). RXN SMILES: [Cl:1][C:2]1[C:10]([O:11]CC2C=CC=CC=2)=[C:9]([O:19]CC2C=CC=CC=2)[CH:8]=[CH:7][C:3]=1[CH:4]1[O:6][CH2:5]1.[C:27]([NH2:31])([CH3:30])([CH3:29])[CH3:28]>>[Cl:1][C:2]1[C:10]([OH:11])=[C:9]([OH:19])[CH:8]=[CH:7][C:3]=1[CH:4]([OH:6])[CH2:5][NH:31][C:27]([CH3:30])([CH3:29])[CH3:28]. Procedure details: Reacting 2-chloro-3,4-dibenzyloxystyrene oxide with t-butylamine followed by hydrogenation furnishes the product 2-chloro-α-(t-butylaminomethyl)-3,4-dihydroxybenzyl alcohol. Reactants: [H][H] (hydrogen), C(C)(=O)OC(C)=O (acetic anhydride), FC=1C=C(C=CC1)N1C(O[C@H](C1)CN=[N+]=[N-])=O ((R)-[3-(3-fluorophenyl)-2-oxo-5-oxazolidinyl]methyl azide), [N-]=[N+]=[N-] (azide). Reagents/catalysts: [Pd] (palladium on carbon). The solvent is N1=CC=CC=C1 (pyridine), CO.C(Cl)(Cl)Cl (methanol chloroform), C(C)(=O)OCC (ethyl acetate). Run at time 17 hour. The product is FC=1C=C(C=CC1)N1C(O[C@H](C1)CNC(C)=O)=O ((S)-N-[[3-(3-fluorophenyl)-2-oxo-5-oxazolidinyl]methyl]acetamide). Reaction SMILES: [F:1][C:2]1[CH:3]=[C:4]([N:8]2[CH2:12][C@H:11]([CH2:13][N:14]=[N+]=[N-])[O:10][C:9]2=[O:17])[CH:5]=[CH:6][CH:7]=1.[H][H].[N-]=[N+]=[N-].[C:23](OC(=O)C)(=[O:25])[CH3:24]>C(OCC)(=O)C.[Pd].CO.C(Cl)(Cl)Cl.N1C=CC=CC=1>[F:1][C:2]1[CH:3]=[C:4]([N:8]2[CH2:12][C@H:11]([CH2:13][NH:14][C:23](=[O:25])[CH3:24])[O:10][C:9]2=[O:17])[CH:5]=[CH:6][CH:7]=1 |f:6.7|. Procedure details: A mixture of (R)-[3-(3-fluorophenyl)-2-oxo-5-oxazolidinyl]methyl azide (PREPARATION 16, 8.200 g, 34.71 mol) in ethyl acetate (100 ml) is treated with palladium on carbon (10%, 0.820 g) under nitrogen. The atmosphere is then replaced with hydrogen (balloon) via repeated evacuation and filling. After stirring under hydrogen for 17 hr, TLC in methanol/chloroform (5/95) reveals the azide starting material is consumed. The atmosphere is replaced with nitrogen and then pyridine (6 ml) and acetic anhyd... Reactants: CC(=O)[O-], CC(=O)CC(C)=O, CC(=O)O, CCO, Cl, O=N[O-], Nc1ccccc1F, [Na+], [Na+], O. Product: CC(=O)C(=NNc1ccccc1F)C(C)=O. RXN SMILES: [CH3:14][C:15](=[O:16])[O-:17].[CH3:18][C:19](=[O:20])[CH2:21][C:22]([CH3:23])=[O:24].[CH3:25][C:26](=[O:27])[OH:28].[CH3:31][CH2:32][OH:33].[ClH:29].[N:9]([O-:10])=[O:11].[NH2:1][c:2]1[cH:3][cH:4][cH:5][cH:6][c:7]1[F:8].[Na+:12].[Na+:13].[OH2:30]>>[NH:1]([c:2]1[cH:3][cH:4][cH:5][cH:6][c:7]1[F:8])[N:9]=[C:21]([C:19]([CH3:18])=[O:20])[C:22]([CH3:23])=[O:24]. Starting materials: C(C1=CN=CC=C1)(=O)OCCCC (butyl nicotinate), O (water), C(C)(=O)O (acetic acid). The reagents and catalysts are catalyst. Run in N1=CC=CC=C1 (pyridine). Run at time 12 hour. The product is C(C)(=O)C=1C=NC=CC1 (3-acetylpyridine), C(C1=CN=CC=C1)(=O)OCCCC (butyl nicotinate). RXN SMILES: [C:1]([O:9][CH2:10][CH2:11][CH2:12][CH3:13])(=[O:8])[C:2]1[CH:7]=[CH:6][CH:5]=[N:4][CH:3]=1.O.[C:15](O)(=O)C>N1C=CC=CC=1>[C:1]([C:2]1[CH:3]=[N:4][CH:5]=[CH:6][CH:7]=1)(=[O:9])[CH3:15].[C:1]([O:9][CH2:10][CH2:11][CH2:12][CH3:13])(=[O:8])[C:2]1[CH:7]=[CH:6][CH:5]=[N:4][CH:3]=1. Procedure details: An electrically heated tubular reactor with an inner diameter (i. d.) of 12 mm was filled with 15 ml (12 g) of catalyst from example 1. Over a period of 12 h, a mixture of 17.9 g butyl nicotinate, 32 g water and 125 g acetic acid was metered using a precision pump to the reactor operating at 410° C. From the reaction mixture, 8.9 g of 3-acetylpyridine, 0.9 g of pyridine and 1.3 g of butyl nicotinate were obtained. This corresponded to a yield of 73% 3-acetylpyridine at a butyl nicotinate convers... The reactants are CC(C)([O-])C.[Na+] (Sodium t-butoxide), CN(C=O)C (N,N-dimethylformamide), C(C1=CC=CC=C1)OC=1C=CC2=C(N(C(CC(N2)=O)=O)C)C1 (8-benzyloxy-1-methyl-1,5-dihydrobenzo[b][1,4]diazepine-2,4-dione), S(=O)(=O)(OCC)OCC (diethyl sulfate). Solvent: C(C)(=O)OCC (ethyl acetate), O (Water). Run at time 30 minute. Product: C(C1=CC=CC=C1)OC1=CC2=C(N(C(CC(N2C)=O)=O)CC)C=C1 (7-benzyloxy-1-ethyl-5-methyl-1,5-dihydrobenzo[b][1,4]diazepine-2,4-dione). Isolated yield 69.0%. As a reaction SMILES: [CH3:1][C:2](C)([O-])C.[Na+].CN(C)C=O.[CH2:12]([O:19][C:20]1[CH:21]=[CH:22][C:23]2[NH:29][C:28](=[O:30])[CH2:27][C:26](=[O:31])[N:25]([CH3:32])[C:24]=2[CH:33]=1)[C:13]1[CH:18]=[CH:17][CH:16]=[CH:15][CH:14]=1.S(OCC)(OCC)(=O)=O>C(OCC)(=O)C.O>[CH2:12]([O:19][C:20]1[CH:21]=[CH:22][C:23]2[N:29]([CH2:1][CH3:2])[C:28](=[O:30])[CH2:27][C:26](=[O:31])[N:25]([CH3:32])[C:24]=2[CH:33]=1)[C:13]1[CH:14]=[CH:15][CH:16]=[CH:17][CH:18]=1 |f:0.1|. Procedure details: Sodium t-butoxide (330 mg, 3.43 mmol) was added to a N,N-dimethylformamide (5 mL) solution of 8-benzyloxy-1-methyl-1,5-dihydrobenzo[b][1,4]diazepine-2,4-dione (1.01 g, 3.4 mmol) under ice cooling, and the mixture was stirred under ice cooling for 30 minutes. Thereafter, diethyl sulfate (0.51 mL, 3.69 mmol) was added, and the mixture was stirred for 6 hours under ice cooling. Water was added to the reaction solution, and ethyl acetate (20 mL) extraction was performed. The resulting organic layer ... The reactants are CS(=O)(=O)OCCN(C=1C(=CC(=C(C(=O)OC)C1)[N+](=O)[O-])[N+](=O)[O-])CCOS(=O)(=O)C (methyl 5-(bis{2-[(methylsulfonyl)oxy]ethyl}amino)-2,4-dinitrobenzoate), [OH-].[K+] (KOH). Solvent: O1CCOCC1 (dioxane). Product: CS(=O)(=O)OCCN(C=1C(=CC(=C(C(=O)O)C1)[N+](=O)[O-])[N+](=O)[O-])CCOS(=O)(=O)C (5-(bis{2-[(methylsulfonyl)oxy]ethyl}amino)-2,4-dinitrobenzoic acid). As a reaction SMILES: [CH3:1][S:2]([O:5][CH2:6][CH2:7][N:8]([CH2:25][CH2:26][O:27][S:28]([CH3:31])(=[O:30])=[O:29])[C:9]1[C:10]([N+:22]([O-:24])=[O:23])=[CH:11][C:12]([N+:19]([O-:21])=[O:20])=[C:13]([CH:18]=1)[C:14]([O:16]C)=[O:15])(=[O:4])=[O:3].[OH-].[K+]>O1CCOCC1>[CH3:31][S:28]([O:27][CH2:26][CH2:25][N:8]([CH2:7][CH2:6][O:5][S:2]([CH3:1])(=[O:4])=[O:3])[C:9]1[C:10]([N+:22]([O-:24])=[O:23])=[CH:11][C:12]([N+:19]([O-:21])=[O:20])=[C:13]([CH:18]=1)[C:14]([OH:16])=[O:15])(=[O:29])=[O:30] |f:1.2|. Reported procedure: Hydrolysis of 7 (3.0 g, 6.18 mmol) with 3 N KOH (40 mL) in dioxane (200 mL) at room temperature for 15 min followed by acidification with 1N HCl and extraction with EtOAc gave a quantitative yield of 5-(bis{2-[(methylsulfonyl)oxy]ethyl}amino)-2,4-dinitrobenzoic acid (8), mp 200-210° C., which was used for the next step without further purification;